From a dataset of the Open Reaction Database (ORD), a public repository of structured organic reaction records. describe an organic reaction: reactants, conditions, products, and yield RXN SMILES: [CH3:23][CH2:24][OH:25].[Cl-:21].[Fe:27].[N+:1]([O-:2])(=[O:3])[c:4]1[cH:5][c:6]([O:10][CH2:11][CH2:12][c:13]2[cH:14][cH:15][c:16]([C:19]#[N:20])[cH:17][cH:18]2)[cH:7][cH:8][cH:9]1.[NH4+:22].[OH2:26]>>[NH2:1][c:4]1[cH:5][c:6]([O:10][CH2:11][CH2:12][c:13]2[cH:14][cH:15][c:16]([C:19]#[N:20])[cH:17][cH:18]2)[cH:7][cH:8][cH:9]1. Product: N#Cc1ccc(CCOc2cccc(N)c2)cc1. The reactants are CCO, [Cl-], [Fe], N#Cc1ccc(CCOc2cccc([N+](=O)[O-])c2)cc1, [NH4+], O. Reactants: ClC=1N=CN(C1)C1=C(C=C(C=C1)NC=1N=C(C2=C(N1)C(CC2)C2=CC=C(C=C2)F)N2CCN(CC2)C(=O)OC(C)(C)C)OC (tert-butyl 4-(2-(4-(4-chloro-1H-imidazol-1-yl)-3-methoxyphenylamino)-7-(4-fluorophenyl)-6,7-dihydro-5H-cyclopenta[d]pyrimidin-4-yl)piperazine-1-carboxylate), ClC=1N=CN(C1)C1=C(C=C(C=C1)NC=1N=C(C2=C(N1)C(CC2)C2=CC=C(C=C2)F)N2CCN(CC2)C(=O)OC(C)(C)C)OC (tert-butyl 4-(2-(4-(4-chloro-1H-imidazol-1-yl)-3-methoxyphenylamino)-7-(4-fluorophenyl)-6,7-dihydro-5H-cyclopenta[d]pyrimidin-4-yl)piperazine-1-carboxylate), C(=O)(C(F)(F)F)O (TFA). The solvent is C(Cl)Cl (DCM). Reaction conditions: time 1 hour. Yields the product ClC=1N=CN(C1)C1=C(C=C(C=C1)NC=1N=C(C2=C(N1)C(CC2)C2=CC=C(C=C2)F)N2CCNCC2)OC (N-(4-(4-chloro-1H-imidazol-1-yl)-3-methoxyphenyl)-7-(4-fluorophenyl)-4-(piperazin-1-yl)-6,7-dihydro-5H-cyclopenta[d]pyrimidin-2-amine), C(=O)(C(F)(F)F)O (TFA). Yield: 23.0%. As a reaction SMILES: [Cl:1][C:2]1[N:3]=[CH:4][N:5]([C:7]2[CH:12]=[CH:11][C:10]([NH:13][C:14]3[N:15]=[C:16]([N:30]4[CH2:35][CH2:34][N:33](C(OC(C)(C)C)=O)[CH2:32][CH2:31]4)[C:17]4[CH2:22][CH2:21][CH:20]([C:23]5[CH:28]=[CH:27][C:26]([F:29])=[CH:25][CH:24]=5)[C:18]=4[N:19]=3)=[CH:9][C:8]=2[O:43][CH3:44])[CH:6]=1.[C:45]([OH:51])([C:47]([F:50])([F:49])[F:48])=[O:46]>C(Cl)Cl>[Cl:1][C:2]1[N:3]=[CH:4][N:5]([C:7]2[CH:12]=[CH:11][C:10]([NH:13][C:14]3[N:15]=[C:16]([N:30]4[CH2:31][CH2:32][NH:33][CH2:34][CH2:35]4)[C:17]4[CH2:22][CH2:21][CH:20]([C:23]5[CH:24]=[CH:25][C:26]([F:29])=[CH:27][CH:28]=5)[C:18]=4[N:19]=3)=[CH:9][C:8]=2[O:43][CH3:44])[CH:6]=1.[C:45]([OH:51])([C:47]([F:50])([F:49])[F:48])=[O:46]. Reported procedure: To a solution of tert-butyl 4-(2-(4-(4-chloro-1H-imidazol-1-yl)-3-methoxyphenylamino)-7-(4-fluorophenyl)-6,7-dihydro-5H-cyclopenta[d]pyrimidin-4-yl)piperazine-1-carboxylate (Intermediate 31-1) (167 mg, 0.270 mmol) in DCM (5 mL) was added TFA (500 μL, 6.49 mmol). The reaction mixture was stirred at RT for 1 h. The mixture was then concentrated in vacuo. Purification by prep HPLC (Waters Sunfire C18, 50×250 mm, MeOH/H2O/TFA) gave N-(4-(4-chloro-1H-imidazol-1-yl)-3-methoxyphenyl)-7-(4-fluorophenyl)... Starting materials: [OH-].[Na+] (NaOH), C(C)OC(=O)C1CCN(CC1)C1=CC(=CC=C1)C1=NC2=C(N1C(F)F)C=CC=C2 (1-[3-(1-Difluoromethyl-1H-benzoimidazol-2-yl)-phenyl-]piperidine-4-carboxylic acid ethyl ester). The solvent is C(C)O.O (ethanol water). Reaction conditions: temperature 80 celsius. Product: FC(N1C(=NC2=C1C=CC=C2)C=2C=C(C=CC2)N2CCC(CC2)C(=O)O)F (1-[3-(1-Difluoromethyl-1H-benzoimidazol-2-yl)-phenyl-]piperidine-4-carboxylic acid). The yield is 71.6%. As a reaction SMILES: [OH-].[Na+].C([O:5][C:6]([CH:8]1[CH2:13][CH2:12][N:11]([C:14]2[CH:19]=[CH:18][CH:17]=[C:16]([C:20]3[N:24]([CH:25]([F:27])[F:26])[C:23]4[CH:28]=[CH:29][CH:30]=[CH:31][C:22]=4[N:21]=3)[CH:15]=2)[CH2:10][CH2:9]1)=[O:7])C>C(O)C.O>[F:27][CH:25]([F:26])[N:24]1[C:23]2[CH:28]=[CH:29][CH:30]=[CH:31][C:22]=2[N:21]=[C:20]1[C:16]1[CH:15]=[C:14]([N:11]2[CH2:12][CH2:13][CH:8]([C:6]([OH:7])=[O:5])[CH2:9][CH2:10]2)[CH:19]=[CH:18][CH:17]=1 |f:0.1,3.4|. Reported procedure: NaOH powder (0.24 g, 6.02 mmol) was added to a solution of 1-[3-(1-Difluoromethyl-1H-benzoimidazol-2-yl)-phenyl-]piperidine-4-carboxylic acid ethyl ester (1.20 g, 3.01 mmol) in ethanol:water 3:1 and the reaction was heated at 80° C. overnight. Reaction was cooled to room temperature and the organic solvent concentrated by evaporation under reduced pressure. The resulting solution was neutralized by dropwise addition of 6N HCl. A pale brown precipitated and it was filtered off and dried to afford... The solvent is CS(=O)C (DMSO). The yield is 46.8%. Reaction conditions: temperature 80 celsius, time 15 minute. Reaction SMILES: FC(F)(F)C(O)=O.[Cl:8][C:9]1[C:18]2[C:13](=[CH:14][C:15]([C:19]([NH:21][CH:22]([C:30]([OH:32])=[O:31])[CH2:23][C:24]3[CH:29]=[CH:28][CH:27]=[CH:26][CH:25]=3)=[O:20])=[CH:16][CH:17]=2)[C:12]([NH:33][C:34]([NH2:36])=[NH:35])=[N:11][CH:10]=1.Cl.NC(N)=N.[C:42](OC(=O)C(CC1C=CC=CC=1)NC(C1C=C2C(C(Cl)=CN=C2Cl)=CC=1)=O)([CH3:45])([CH3:44])[CH3:43].O>CS(C)=O>[C:42]([O:31][C:30](=[O:32])[CH:22]([CH2:23][C:24]1[CH:29]=[CH:28][CH:27]=[CH:26][CH:25]=1)[NH:21][C:19]([C:15]1[CH:14]=[C:13]2[C:18]([C:9]([Cl:8])=[CH:10][N:11]=[C:12]2[NH:33][C:34]([NH2:36])=[NH:35])=[CH:17][CH:16]=1)=[O:20])([CH3:45])([CH3:44])[CH3:43] |f:0.1,2.3|. Procedure: N-[(4-Chloro-1-guanidino-7-isoquinolinyl)carbonyl]-DL-phenylalanine trifluoroacetate ##STR68## NaH (78 mg, 60% dispersion in mineral oil, 1.95 mmol) was added to a solution of guanidine hydrochloride (188 mg, 1.97 mmol) in DMSO (6 mL) at 50° C. and the solution was stirred for 15 min. N-[(1,4-Dichloro-7-isoquinolinyl)carbonyl]-DL-phenylalanine t-butyl ester (350 mg, 0.79 mmol) was added and the mixture heated at 80° C. overnight. The cooled mixture was poured into water (50 mL) and extracted wit... Yields the product C(C)(C)(C)OC(C(NC(=O)C1=CC=C2C(=CN=C(C2=C1)NC(=N)N)Cl)CC1=CC=CC=C1)=O (N-[(4-chloro-1-guanidino-7-isoquinolinyl)carbonyl]-DL-phenylalanine t-butyl ester). Reactants: O (water), FC(C(=O)O)(F)F.ClC1=CN=C(C2=CC(=CC=C12)C(=O)NC(CC1=CC=CC=C1)C(=O)O)NC(=N)N (N-[(4-Chloro-1-guanidino-7-isoquinolinyl)carbonyl]-DL-phenylalanine trifluoroacetate), Cl.NC(=N)N (guanidine hydrochloride), C(C)(C)(C)OC(C(NC(=O)C1=CC=C2C(=CN=C(C2=C1)Cl)Cl)CC1=CC=CC=C1)=O (N-[(1,4-Dichloro-7-isoquinolinyl)carbonyl]-DL-phenylalanine t-butyl ester). Starting materials: Cc1ccccc1, O=C(Cl)c1c(Cl)cccc1Cl, CC(C)(C)OC(=O)c1ccc(Oc2ccccc2)cc1N, O, c1ccncc1. Yields the product CC(C)(C)OC(=O)c1ccc(Oc2ccccc2)cc1NC(=O)c1c(Cl)cccc1Cl. RXN SMILES: [CH3:18][c:19]1[cH:20][cH:21][cH:22][cH:23][cH:24]1.[Cl:7][c:8]1[c:9]([C:10](=[O:11])[Cl:12])[c:13]([Cl:17])[cH:14][cH:15][cH:16]1.[NH2:25][c:26]1[c:27]([C:28](=[O:29])[O:30][C:31]([CH3:32])([CH3:33])[CH3:34])[cH:35][cH:36][c:37]([O:39][c:40]2[cH:41][cH:42][cH:43][cH:44][cH:45]2)[cH:38]1.[OH2:46].[cH:1]1[cH:2][cH:3][n:4][cH:5][cH:6]1>>[Cl:7][c:8]1[c:9]([C:10](=[O:11])[NH:25][c:26]2[c:27]([C:28](=[O:29])[O:30][C:31]([CH3:32])([CH3:33])[CH3:34])[cH:35][cH:36][c:37]([O:39][c:40]3[cH:41][cH:42][cH:43][cH:44][cH:45]3)[cH:38]2)[c:13]([Cl:17])[cH:14][cH:15][cH:16]1.